This data is from the Open Reaction Database (ORD), a public repository of structured organic reaction records. The task is: describe an organic reaction: reactants, conditions, products, and yield Starting materials: secondary amines, C1(CC1)CBr (cyclopropylmethyl bromide), [Li]N([Si](C)(C)C)[Si](C)(C)C (LiN(TMS)2), C(=O)(OC)C(C1=CC=CC=C1)NC1=CC=C(C=C1)CN1C(=NC=2C1=NC(=CC2C)C)CC (3-[4-(N-(1-carbomethoxy-1-phenylmethyl)amino)phenylmethyl]-5,7-dimethyl-2-ethyl-3H-imidazo-[4,5-b]pyridine). Reaction SMILES: [Li]N([Si](C)(C)C)[Si](C)(C)C.[C:11]([CH:15]([NH:22][C:23]1[CH:28]=[CH:27][C:26]([CH2:29][N:30]2[C:34]3=[N:35][C:36]([CH3:40])=[CH:37][C:38]([CH3:39])=[C:33]3[N:32]=[C:31]2[CH2:41][CH3:42])=[CH:25][CH:24]=1)[C:16]1[CH:21]=[CH:20][CH:19]=[CH:18][CH:17]=1)([O:13][CH3:14])=[O:12].[CH:43]1([CH2:46]Br)[CH2:45][CH2:44]1>>[C:11]([CH:15]([N:22]([C:23]1[CH:28]=[CH:27][C:26]([CH2:29][N:30]2[C:34]3=[N:35][C:36]([CH3:40])=[CH:37][C:38]([CH3:39])=[C:33]3[N:32]=[C:31]2[CH2:41][CH3:42])=[CH:25][CH:24]=1)[CH2:46][CH:43]1[CH2:45][CH2:44]1)[C:16]1[CH:17]=[CH:18][CH:19]=[CH:20][CH:21]=1)([O:13][CH3:14])=[O:12]. Product: C(=O)(OC)C(C1=CC=CC=C1)N(CC1CC1)C1=CC=C(C=C1)CN1C(=NC=2C1=NC(=CC2C)C)CC (3-[4-(N-(1-carbomethoxy-1-phenylmethyl)-N-cyclopropylmethylamino)phenylmethyl]-5,7-dimethyl-2-ethyl-3H-imidazo[4,5-b]pyridine). Reported procedure: Using the general procedure for the alkylation of secondary amines with LiN(TMS)2 described in Step A of Example 29, 3-[4-(N-(1-carbomethoxy -1-phenylmethyl)amino)phenylmethyl]-5,7-dimethyl-2-ethyl-3H-imidazo[4,5-b]-pyridine (Step A, Example 28) was alkylated with cyclopropylmethyl bromide. Standard workup and purification by flash chromatography afforded the title compound.